This data is from the Open Reaction Database (ORD), a public repository of structured organic reaction records. The task is: describe an organic reaction: reactants, conditions, products, and yield Starting materials: C(C)(=O)C1=C(C(=C(C(=N1)C(=O)OC)NC1=C(C=CC=C1)F)F)Cl (methyl 6-acetyl-5-chloro-4-fluoro-3-(2-fluorophenylamino)picolinate), [N-]=[N+]=[N-].[Na+] (NaN3). Run in O (H2O), CC(=O)C (acetone), O (H2O). Reaction conditions: temperature 65 celsius. Product: FC=1C=2C(N=C(C1NC1=C(C=CC=C1)F)C(=O)OC)=C(ON2)C (Methyl 7-fluoro-6-(2-fluorophenylamino)-3-methylisoxazolo[4,3-b]pyridine-5-carboxylate). RXN SMILES: [C:1]([C:4]1[N:9]=[C:8]([C:10]([O:12][CH3:13])=[O:11])[C:7]([NH:14][C:15]2[CH:20]=[CH:19][CH:18]=[CH:17][C:16]=2[F:21])=[C:6]([F:22])[C:5]=1Cl)(=[O:3])[CH3:2].[N-:24]=[N+]=[N-].[Na+]>CC(C)=O.O>[F:22][C:6]1[C:5]2[C:4](=[C:1]([CH3:2])[O:3][N:24]=2)[N:9]=[C:8]([C:10]([O:12][CH3:13])=[O:11])[C:7]=1[NH:14][C:15]1[CH:20]=[CH:19][CH:18]=[CH:17][C:16]=1[F:21] |f:1.2|. Procedure details: To a solution of methyl 6-acetyl-5-chloro-4-fluoro-3-(2-fluorophenylamino)picolinate (WO 2005/051906) (2 g, 5 mmole) in a mixture of acetone (36 ml) and H2O (12 ml) is added NaN3 (487 mg, 7.5 mmol). The reaction is heated at 65° C. for 16 h and cooled to room temperature. Acetone is concentrated and the resulting mixture is extracted with EtOAc (2×50 ml). The combined organic solution is washed with brine (50 ml), dried over MgSO4 and concentrated to give a yellow solid. To the solid is added H2...